Dataset: the Open Reaction Database (ORD), a public repository of structured organic reaction records. Task: describe an organic reaction: reactants, conditions, products, and yield Starting materials: OC(CC(=O)O)CCCCCCCCCCCCC (3-hydroxyhexadecanoic acid), C(C)(=O)OC(C)=O (acetic anhydride), [N+](=O)([O-])C1=CC=C(C=C1)O (Para-nitrophenol), C1(CCCCC1)N=C=NC1CCCCC1 (N,N'-dicyclohexylcarbodiimide). Run in N1=CC=CC=C1 (pyridine), C(Cl)(Cl)Cl.O (chloroform water), CN(C=O)C (N,N-dimethylformamide). Conditions: time 4 hour. Yields the product ester, C(C=CCCCCCCCCCCCCC)(=O)O (2-hexadecenoic acid). Yield: 49.3%. As a reaction SMILES: O[CH:2]([CH2:7][CH2:8][CH2:9][CH2:10][CH2:11][CH2:12][CH2:13][CH2:14][CH2:15][CH2:16][CH2:17][CH2:18][CH3:19])[CH2:3][C:4]([OH:6])=[O:5].C(OC(=O)C)(=O)C.[N+](C1C=CC(O)=CC=1)([O-])=O.C1(N=C=NC2CCCCC2)CCCCC1>N1C=CC=CC=1.CN(C)C=O.C(Cl)(Cl)Cl.O>[C:4]([OH:6])(=[O:5])[CH:3]=[CH:2][CH2:7][CH2:8][CH2:9][CH2:10][CH2:11][CH2:12][CH2:13][CH2:14][CH2:15][CH2:16][CH2:17][CH2:18][CH3:19] |f:6.7|. Reported procedure: To a solution of 3-hydroxyhexadecanoic acid (2 g) in pyridine was added acetic anhydride at 0° C., and the mixture was stirred for 4 hours. The reaction mixture was distributed into chloroform-water, and the chloroform layer was concentrated. The residue obtained was dissolved in N,N-dimethylformamide (DMF). Para-nitrophenol (1.02 g) and N,N'-dicyclohexylcarbodiimide (1.51 g) were added to the solution, and the mixture was stirred for 12 hours. The reaction mixture was filtered and concentrated,... Starting materials: [H-].[H-].[H-].[H-].[Li+].[Al+3] (LiAlH4), C1(=CC=CC=C1)C#CC1=NC2=CC=CC(=C2C=C1)CC(C(=O)[O-])(C)C (2-(Phenylethynyl)quinoline-5-ylpivalate), CCOC(=O)C.CCCCCC (EtOAc Hexane). The solvent is C1CCOC1 (THF). Conditions: temperature 0 celsius, time 1 hour. Yields the product C1(=CC=CC=C1)C#CC1=NC=2C=CC=C(C2C=C1)O (2-(Phenylethynyl)quinoline-5-ol). RXN SMILES: [C:1]1([C:7]#[C:8][C:9]2[CH:18]=[CH:17][C:16]3[C:11](=[CH:12][CH:13]=[CH:14][C:15]=3CC(C)(C)C([O-])=O)[N:10]=2)[CH:6]=[CH:5][CH:4]=[CH:3][CH:2]=1.[H-].[H-].[H-].[H-].[Li+].[Al+3].CC[O:34]C(C)=O.CCCCCC>C1COCC1>[C:1]1([C:7]#[C:8][C:9]2[CH:18]=[CH:17][C:16]3[C:15]([OH:34])=[CH:14][CH:13]=[CH:12][C:11]=3[N:10]=2)[CH:6]=[CH:5][CH:4]=[CH:3][CH:2]=1 |f:1.2.3.4.5.6,7.8|. Procedure details: 2-(Phenylethynyl)quinoline-5-ylpivalate (15.4 mg, 0.0468 mmol) was dissolved in THF (0.78 mL), followed by cooling down to 0° C. After LiAlH4 (0.06 mL, 0.117 mmol) was added thereto, the resulting mixture was warmed to room temperature and stirred for 1 hr. The completion of the reaction was confirmed by TLC (EtOAc/Hexane=1:1). When the reaction was completed, a saturated aqueous solution was added thereto, and the resulting mixture was extracted with diethylether, to thereby obtain an organic l... Starting materials: C(C)(=O)NC(=O)C(=O)NC(C)=O (N,N'-diacetyloxamide), C(C)O (ethyl alcohol), N1=CC=CC=C1 (Pyridine), C(C)(=O)NC(=O)C(=O)NC(C)=O (N,N'-diacetyloxamide), O (water), C(Cl)(Cl)Cl (chloroform). Run at time 6.5 hour. Product: C(C(=O)N1CCCCC1)(=O)N1CCCCC1 (oxalyl-bis-piperidine). Yield: 39.2%. As a reaction SMILES: [C:1]([NH:4][C:5]([C:7]([NH:9][C:10](=O)[CH3:11])=[O:8])=[O:6])(=O)[CH3:2].N1[CH:18]=[CH:17][CH:16]=CC=1.O.[CH:20](Cl)(Cl)Cl.[CH2:24](O)[CH3:25]>>[C:7]([N:9]1[CH2:16][CH2:17][CH2:18][CH2:11][CH2:10]1)(=[O:8])[C:5]([N:4]1[CH2:25][CH2:24][CH2:20][CH2:2][CH2:1]1)=[O:6]. Procedure: A suspension of N,N'-diacetyloxamide (10 g, 0.058 mol) in ethyl alcohol (20 ml) is charged into a three-necked flask equipped with a reflux condenser, an inlet tube for nitrogen, a dropping funnel, and a magnetic stirrer. 98 % Pyridine (40 ml, 0.40 mol) is then dripped therein at 70° C., and after 40 minutes the complete solving of N,N'-diacetyloxamide in the reaction mixture is observed. The temperature is brought to 95° C. and kept at this value for 6.5 hours. Then water (60 ml) and chloroform...